Dataset: the Open Reaction Database (ORD), a public repository of structured organic reaction records. Task: describe an organic reaction: reactants, conditions, products, and yield Reactants: C(=O)(O)[O-].[Na+] (NaHCO3), CN(CCCOC1=CC=C(C=C1)NC(\C(=C(/CC)\C1=CC=CC=C1)\C1=CC=C(C=C1)OCOC)=O)C ((E)-N-(4-(3-(dimethylamino)propoxy)phenyl)-2-(4-(methoxymethoxy)phenyl)-3-phenylpent-2-enamide), Cl (HCl). The solvent is O (H2O), CO (MeOH), CCOC(=O)C (AcOEt). Reaction conditions: time 1 hour. Product: CN(CCCOC1=CC=C(C=C1)NC(\C(=C(/CC)\C1=CC=CC=C1)\C1=CC=C(C=C1)O)=O)C ((E)-N-(4-(3-(dimethylamino)propoxy)phenyl)-2-(4-hydroxyphenyl)-3-phenylpent-2-enamide). The yield is 76.0%. RXN SMILES: [CH3:1][N:2]([CH3:36])[CH2:3][CH2:4][CH2:5][O:6][C:7]1[CH:12]=[CH:11][C:10]([NH:13][C:14](=[O:35])/[C:15](/[C:25]2[CH:30]=[CH:29][C:28]([O:31]COC)=[CH:27][CH:26]=2)=[C:16](/[C:19]2[CH:24]=[CH:23][CH:22]=[CH:21][CH:20]=2)\[CH2:17][CH3:18])=[CH:9][CH:8]=1.Cl.C([O-])(O)=O.[Na+]>CO.CCOC(C)=O.O>[CH3:36][N:2]([CH3:1])[CH2:3][CH2:4][CH2:5][O:6][C:7]1[CH:8]=[CH:9][C:10]([NH:13][C:14](=[O:35])/[C:15](/[C:25]2[CH:30]=[CH:29][C:28]([OH:31])=[CH:27][CH:26]=2)=[C:16](/[C:19]2[CH:20]=[CH:21][CH:22]=[CH:23][CH:24]=2)\[CH2:17][CH3:18])=[CH:11][CH:12]=1 |f:2.3|. Procedure details: To a solution of 6b (55 mg, 0.113 mmol) in MeOH (0.5 ml) was added 3N HCl in AcOEt (0.5 ml) under ice cooling, and the mixture was stirred at room temperature for 1 h. A solution of NaHCO3 (139 mg) in H2O was poured into the reaction mixture under ice cooling, and the whole was extracted with AcOEt and a little MeOH. The organic layer was washed with brine, dried over Na2SO4, and then concentrated. The residue was crystallized with Et2O to give 7b (76%). 7b: colorless powder; 1H-NMR (CD3OD) δ 0....